Task: describe an organic reaction: reactants, conditions, products, and yield. Dataset: the Open Reaction Database (ORD), a public repository of structured organic reaction records The reactants are C(C)OC(CCC1C(CCC(C1)CC1=CC=CC=C1)=O)=O (3-(5-benzyl-2-oxo-cyclohexyl)-propionic acid ethyl ester), Cl.Cl.NCC=1NC2=C(N1)C=CC=C2 (2-aminomethylbenzimidazole dihydrochloride), C(C)(=O)[O-].[Na+] (sodium acetate), C(C)(=O)O[BH-](OC(C)=O)OC(C)=O.[Na+] (sodium triacetoxyborohydride). The solvent is C(Cl)(Cl)Cl (chloroform), C(=O)([O-])[O-].[Na+].[Na+] (Na2CO3), ClCCCl (1,2-dichloroethane). Reaction conditions: time 48 hour. The product is N1C(=NC2=C1C=CC=C2)CN2C(CCC1CC(CCC21)CC2=CC=CC=C2)=O (1-(1H-benzimidazol-2-ylmethyl)-6-benzyl-octahydro-quinolin-2-one). Yield: 15.7%. Reaction SMILES: C(O[C:4](=[O:21])[CH2:5][CH2:6][CH:7]1[CH2:12][CH:11]([CH2:13][C:14]2[CH:19]=[CH:18][CH:17]=[CH:16][CH:15]=2)[CH2:10][CH2:9][C:8]1=O)C.Cl.Cl.[NH2:24][CH2:25][C:26]1[NH:27][C:28]2[CH:34]=[CH:33][CH:32]=[CH:31][C:29]=2[N:30]=1.C([O-])(=O)C.[Na+].C(O[BH-](OC(=O)C)OC(=O)C)(=O)C.[Na+]>C(Cl)(Cl)Cl.C([O-])([O-])=O.[Na+].[Na+].ClCCCl>[NH:27]1[C:28]2[CH:34]=[CH:33][CH:32]=[CH:31][C:29]=2[N:30]=[C:26]1[CH2:25][N:24]1[CH:8]2[CH:7]([CH2:12][CH:11]([CH2:13][C:14]3[CH:15]=[CH:16][CH:17]=[CH:18][CH:19]=3)[CH2:10][CH2:9]2)[CH2:6][CH2:5][C:4]1=[O:21] |f:1.2.3,4.5,6.7,9.10.11|. Reported procedure: A mixture of 0.74 g of 3-(5-benzyl-2-oxo-cyclohexyl)-propionic acid ethyl ester, 0.572 g of 2-aminomethylbenzimidazole dihydrochloride, 10 mL of 1,2-dichloroethane, 0.40 g of sodium acetate and 0.74 g of sodium triacetoxyborohydride was stirred at room temperature for 48 h. The reaction mixture was diluted with 100 mL chloroform and 40 mL saturated aqueous Na2CO3 and the layers separated. The aqueous layer was extracted with 2×25 mL of chloroform and the combined organic layers dried over magnes...